Dataset: the Open Reaction Database (ORD), a public repository of structured organic reaction records. Task: describe an organic reaction: reactants, conditions, products, and yield Starting materials: O=C(Cl)c1ccccc1, CC1CN(C(=O)OC(C)(C)C)CCN1, CCOC(C)=O, CCN(C(C)C)C(C)C, CN(C)C=O. Yields the product CC1CN(C(=O)OC(C)(C)C)CCN1C(=O)c1ccccc1. As a reaction SMILES: [C:15]([c:16]1[cH:17][cH:18][cH:19][cH:20][cH:21]1)(=[O:22])[Cl:23].[CH3:1][CH:2]1[CH2:3][N:4]([C:8](=[O:9])[O:10][C:11]([CH3:12])([CH3:13])[CH3:14])[CH2:5][CH2:6][NH:7]1.[CH3:38][CH2:39][O:40][C:41](=[O:42])[CH3:43].[CH:29]([N:30]([CH2:31][CH3:32])[CH:33]([CH3:34])[CH3:35])([CH3:36])[CH3:37].[O:24]=[CH:25][N:26]([CH3:27])[CH3:28]>>[CH3:1][CH:2]1[CH2:3][N:4]([C:8](=[O:9])[O:10][C:11]([CH3:12])([CH3:13])[CH3:14])[CH2:5][CH2:6][N:7]1[C:15]([c:16]1[cH:17][cH:18][cH:19][cH:20][cH:21]1)=[O:22]. Product: CC(C)=CCCC(C)=CCCC(=CCCC(C)=CCO)CO. Reaction SMILES: [BH4-:52].[CH3:54][OH:55].[CH3:56][CH2:57][OH:58].[CH:14](=[O:15])[C:16](=[CH:17][CH2:18][CH2:19][C:20](=[CH:21][CH2:22][OH:23])[CH3:24])[CH2:25][CH2:26][CH:27]=[C:28]([CH2:29][CH2:30][CH:31]=[C:32]([CH3:33])[CH3:34])[CH3:35].[Na+:47].[Na+:53].[O:1]1[CH2:2][CH2:3][CH2:4][CH2:5][CH:6]1[O:7][CH:8]1[CH2:9][CH2:10][CH2:11][CH2:12][O:13]1.[OH2:59].[OH:48][C:49](=[O:50])[O-:51].[c:36]1([CH3:37])[cH:38][cH:39][c:40]([S:41]([OH:42])(=[O:43])=[O:44])[cH:45][cH:46]1>>[CH2:14]([OH:15])[C:16](=[CH:17][CH2:18][CH2:19][C:20](=[CH:21][CH2:22][OH:23])[CH3:24])[CH2:25][CH2:26][CH:27]=[C:28]([CH2:29][CH2:30][CH:31]=[C:32]([CH3:33])[CH3:34])[CH3:35]. Reactants: [BH4-], CO, CCO, CC(C)=CCCC(C)=CCCC(C=O)=CCCC(C)=CCO, [Na+], [Na+], C1CCC(OC2CCCCO2)OC1, O, O=C([O-])O, Cc1ccc(S(=O)(=O)O)cc1.